Dataset: the Open Reaction Database (ORD), a public repository of structured organic reaction records. Task: describe an organic reaction: reactants, conditions, products, and yield The reactants are [H-].[H-].[H-].[H-].[Li+].[Al+3] (LAH), C1CC(N2CCCC12)=O (hexahydro-3H-pyrrolizin-3-one), C1(=CC=CC=C1)[Li] (phenyllithium), C(\C=C\C(=O)O)(=O)O (fumaric acid), [AlH](Cl)Cl (AlCl2H), [Cl-].[Al+3].[Cl-].[Cl-] (aluminum chloride). Solvent: CCOCC (ether), O (water), C1CCCCC1.CCOCC (cyclohexane ether), CC(C)O (2-propanol), C1CCOC1 (THF), CCOCC (ether). Reaction conditions: temperature -40 celsius, time 40 minute. Yields the product C(\C=C\C(=O)O)(=O)O.C1(=CC=CC=C1)C1CCC2CCCN12 (hexahydro-3-phenyl-1H-pyrrolizine (E)-2-butenedioate). Isolated yield 9.0%. Reaction SMILES: [CH2:1]1[CH:8]2[N:4]([CH2:5][CH2:6][CH2:7]2)[C:3](=O)[CH2:2]1.[C:10]1([Li])[CH:15]=[CH:14][CH:13]=[CH:12][CH:11]=1.[AlH](Cl)Cl.[Cl-].[Al+3].[Cl-].[Cl-].[H-].[H-].[H-].[H-].[Li+].[Al+3].[C:30]([OH:37])(=[O:36])/[CH:31]=[CH:32]/[C:33]([OH:35])=[O:34]>C1COCC1.C1CCCCC1.CCOCC.CCOCC.CC(O)C.O>[C:30]([OH:37])(=[O:36])/[CH:31]=[CH:32]/[C:33]([OH:35])=[O:34].[C:10]1([CH:3]2[N:4]3[CH:8]([CH2:7][CH2:6][CH2:5]3)[CH2:1][CH2:2]2)[CH:15]=[CH:14][CH:13]=[CH:12][CH:11]=1 |f:3.4.5.6,7.8.9.10.11.12,15.16,20.21|. Procedure details: Into a round bottom flask was placed 5 g (0.04 moles) hexahydro-3H-pyrrolizin-3-one, described in CA, 86 89512 (1977) in 100 mL of dry THF. This was cooled to -40° C. and 20 mL of 2.0M phenyllithium in cyclohexane/ether was added over 40 min keeping the temperature below -20° C. The reaction mixture was stirred at -20° C. for 40 min and added to a suspension of AlCl2H made by adding 5.34 g (0.04 moles) aluminum chloride in 25 mL of dry ether to a suspension of 1.52 g (0.04 moles) LAH in ether. T... Starting materials: ClC1=C(C=C(C=C1)N1CCC(CC1)C(CN1N=C(C=C1C)C(F)(F)F)=O)OC (1-(1-(4-chloro-3-methoxyphenyl)piperidin-4-yl)-2-(5-methyl-3-(trifluoromethyl)-1H-pyrazol-1-yl)ethanone), N (ammonia), solution, [NH4+].[OH-] (NH4OH), [BH4-].[Na+] (sodium borohydride). Reagents/catalysts: CC([O-])C.[Ti+4].CC([O-])C.CC([O-])C.CC([O-])C (titanium(IV) isopropoxide). The solvent is CCO (EtOH), ClCCCl (1,2-DCE), C(Cl)Cl (CH2Cl2), ClCCCl (1,2-DCE). Conditions: time 16 hour. Yields the product ClC1=C(C=C(C=C1)N1CCC(CC1)C(CN1N=C(C=C1C)C(F)(F)F)N)OC (1-(1-(4-chloro-3-methoxyphenyl)piperidin-4-yl)-2-(5-methyl-3-(trifluoromethyl)-1H-pyrazol-1-yl)ethanamine). Isolated yield 51.9%. As a reaction SMILES: [Cl:1][C:2]1[CH:7]=[CH:6][C:5]([N:8]2[CH2:13][CH2:12][CH:11]([C:14](=O)[CH2:15][N:16]3[C:20]([CH3:21])=[CH:19][C:18]([C:22]([F:25])([F:24])[F:23])=[N:17]3)[CH2:10][CH2:9]2)=[CH:4][C:3]=1[O:27][CH3:28].[NH3:29].[BH4-].[Na+].[NH4+].[OH-]>CCO.C(Cl)Cl.CC(C)[O-].[Ti+4].CC(C)[O-].CC(C)[O-].CC(C)[O-].ClCCCl>[Cl:1][C:2]1[CH:7]=[CH:6][C:5]([N:8]2[CH2:13][CH2:12][CH:11]([CH:14]([NH2:29])[CH2:15][N:16]3[C:20]([CH3:21])=[CH:19][C:18]([C:22]([F:25])([F:24])[F:23])=[N:17]3)[CH2:10][CH2:9]2)=[CH:4][C:3]=1[O:27][CH3:28] |f:2.3,4.5,8.9.10.11.12|. Procedure: A mixture of 1-(1-(4-chloro-3-methoxyphenyl)piperidin-4-yl)-2-(5-methyl-3-(trifluoromethyl)-1H-pyrazol-1-yl)ethanone (941 mg, 2.263 mmol), ammonia (5.7 mL of a 2.0 M solution in EtOH, 11.31 mmol) and titanium(IV) isopropoxide (1.34 mL, 4.53 mmol) was stirred at RT in a tightly stoppered flask for 16 h. At the conclusion of this period, the mixture was treated with anhydrous 1,2-DCE (2 mL), cooled in an ice bath and then treated with sodium borohydride (128 mg, 3.39 mmol) in portions. After 45 mi... The reactants are NC(C(=O)O)(CC1=CN=CN1)CF (2-amino-2-fluoromethyl-3-(5-imidazolyl)propionic acid), CO (methanol), Cl (hydrogen chloride). Product: Cl.Cl.NC(C(=O)OC)(CC1=CN=CN1)CF (methyl 2-amino-2-fluoromethyl-3-(5-imidazolyl)propionate, dihydrochloride). As a reaction SMILES: [NH2:1][C:2]([CH2:12][F:13])([CH2:6][C:7]1[NH:11][CH:10]=[N:9][CH:8]=1)[C:3]([OH:5])=[O:4].[ClH:14].[CH3:15]O>>[ClH:14].[ClH:14].[NH2:1][C:2]([CH2:12][F:13])([CH2:6][C:7]1[NH:11][CH:10]=[N:9][CH:8]=1)[C:3]([O:5][CH3:15])=[O:4] |f:3.4.5|. Procedure: A suspension of 4.4 g (0.024 mole) of 2-amino-2-fluoromethyl-3-(5-imidazolyl)propionic acid in 30 ml of methanol at 0° C. is saturated with dry hydrogen chloride after which the solution is heated under reflux for 12 hours. The solution is then concentrated and allowed to crystallize to afford methyl 2-amino-2-fluoromethyl-3-(5-imidazolyl)propionate, dihydrochloride (4.0 g). The reactants are C1CNCCNCCNCCN1, CC#N, O=C(CCl)Nc1c(I)cc(I)c(C(=O)O)c1I. Yields the product O=C(CN1CCNCCNCCNCC1)Nc1c(I)cc(I)c(C(=O)O)c1I. Reaction SMILES: [CH2:1]1[CH2:2][NH:3][CH2:4][CH2:5][NH:6][CH2:7][CH2:8][NH:9][CH2:10][CH2:11][NH:12]1.[CH3:30][C:31]#[N:32].[Cl:13][CH2:14][C:15](=[O:16])[NH:17][c:18]1[c:19]([I:29])[c:20]([C:21](=[O:22])[OH:23])[c:24]([I:28])[cH:25][c:26]1[I:27]>>[CH2:1]1[CH2:2][NH:3][CH2:4][CH2:5][NH:6][CH2:7][CH2:8][NH:9][CH2:10][CH2:11][N:12]1[CH2:14][C:15](=[O:16])[NH:17][c:18]1[c:19]([I:29])[c:20]([C:21](=[O:22])[OH:23])[c:24]([I:28])[cH:25][c:26]1[I:27]. Reactants: COC1=C(C=C(C=C1)C1=NN(C(=C1C)C)C)C (3-(4-methoxy-3-methyl-phenyl)-1,4,5-trimethyl-1H-pyrazole), Br (hydrobromic acid), C(C)(=O)O (acetic acid). Yields the product CN1N=C(C(=C1C)C)C=1C(=C(C=CC1)O)C ((1,4,5-trimethyl-1H-pyrazol-3-yl)-2-methyl-phenol). As a reaction SMILES: COC1[CH:8]=[CH:7][C:6]([C:9]2[C:13]([CH3:14])=[C:12]([CH3:15])[N:11]([CH3:16])[N:10]=2)=[CH:5][C:4]=1C.Br.[C:19]([OH:22])(=O)[CH3:20]>>[CH3:16][N:11]1[C:12]([CH3:15])=[C:13]([CH3:14])[C:9]([C:6]2[C:7]([CH3:8])=[C:19]([OH:22])[CH:20]=[CH:4][CH:5]=2)=[N:10]1. Procedure: A mixture of 3-(4-methoxy-3-methyl-phenyl)-1,4,5-trimethyl-1H-pyrazole (described in Reference Preparation example 65) 0.6 g, 47% hydrobromic acid 5 ml and acetic acid 5 ml was stirred with heating under reflux for thirteen hours. The solvent was distilled off and to the resulting residues was added ethyl acetate 30 ml, and the resulting mixture was stirred at room temperature for one hour. The precipitates were filtered and were washed with hexane, and were concentrated under reduced pressure t... The reactants are CCCBr (n-propyl bromide), CCCBr (n-propyl bromide), Mg, Grignard reagent, BrC=1C=CC(=C(C=O)C1)F (5-bromo-2-fluorobenzaldehyde). The solvent is II (iodine), CCOCC (ether), C(C)OCC (diethyl ether), II (I2), CCOCC (ether). Run at time 10 minute. Product: BrC=1C=CC(=C(C1)C(CCC)O)F (1-(5-bromo-2-fluoro-phenyl)-butan-1-ol). Yield: 93.8%. RXN SMILES: [CH3:1][CH2:2][CH2:3]Br.[Br:5][C:6]1[CH:7]=[CH:8][C:9]([F:14])=[C:10]([CH:13]=1)[CH:11]=[O:12]>C(OCC)C.II>[Br:5][C:6]1[CH:7]=[CH:8][C:9]([F:14])=[C:10]([CH:11]([OH:12])[CH2:1][CH2:2][CH3:3])[CH:13]=1. Procedure details: To a suspension of Mg (0.236 g, 9.83 mmol) in diethyl ether (10 mL), I2 (1 spatula) was added n-propyl bromide (0.72 g, 0.53 mL, 5.9 mmol) at room temperature. When iodine color disappeared, the remaining n-propyl bromide in ether was added to the reaction mixture and stirred at room temperature for 10 minutes. To this Grignard reagent, 5-bromo-2-fluorobenzaldehyde (1.00 g, 4.92 mmol) in ether was added under cold conditions and stirred at room temperature for 1 hour. The reaction mixture was qu... Reactants: C(C)(C)(C)OC(=O)N1CCC(CC1)CNC(=O)C1=CC2=C(N(C(=N2)NC=2SC3=C(N2)C=CC(=C3)Cl)CCOC)C=C1 (4-({[2-(6-chloro-benzothiazol-2-ylamino)-1-(2-methoxy-ethyl)-1H-benzoimidazole-5-carbonyl]-amino}-methyl)piperidine-1-carboxylic acid tert-butyl ester). Solvent: Cl (HCl), O1CCOCC1 (dioxane). Product: Cl.Cl.N1CCC(CC1)CNC(=O)C1=CC2=C(N(C(=N2)NC=2SC3=C(N2)C=CC(=C3)Cl)CCOC)C=C1 (2-(6-Chloro-benzothiazol-2-ylamino)-1-(2-methoxy-ethyl)-1H-benzoimidazole-5-carboxylic acid (piperidin-4-ylmethyl)-amide dihydrochloride). Isolated yield 284.8%. RXN SMILES: C(OC([N:8]1[CH2:13][CH2:12][CH:11]([CH2:14][NH:15][C:16]([C:18]2[CH:41]=[CH:40][C:21]3[N:22]([CH2:36][CH2:37][O:38][CH3:39])[C:23]([NH:25][C:26]4[S:27][C:28]5[CH:34]=[C:33]([Cl:35])[CH:32]=[CH:31][C:29]=5[N:30]=4)=[N:24][C:20]=3[CH:19]=2)=[O:17])[CH2:10][CH2:9]1)=O)(C)(C)C>Cl.O1CCOCC1>[ClH:35].[ClH:35].[NH:8]1[CH2:13][CH2:12][CH:11]([CH2:14][NH:15][C:16]([C:18]2[CH:41]=[CH:40][C:21]3[N:22]([CH2:36][CH2:37][O:38][CH3:39])[C:23]([NH:25][C:26]4[S:27][C:28]5[CH:34]=[C:33]([Cl:35])[CH:32]=[CH:31][C:29]=5[N:30]=4)=[N:24][C:20]=3[CH:19]=2)=[O:17])[CH2:10][CH2:9]1 |f:3.4.5|. Procedure: 2-(6-Chloro-benzothiazol-2-ylamino)-1-(2-methoxy-ethyl)-1H-benzoimidazole-5-carboxylic acid (piperidin-4-ylmethyl)-amide dihydrochloride (145 mg) was prepared by following General Procedure L starting from 4-({[2-(6-chloro-benzothiazol-2-ylamino)-1-(2-methoxy-ethyl)-1H-benzoimidazole-5-carbonyl]-amino}-methyl)piperidine-1-carboxylic acid tert-butyl ester (160 mg) in 4M HCl in dioxane (2 mL).